The task is: describe an organic reaction: reactants, conditions, products, and yield. This data is from the Open Reaction Database (ORD), a public repository of structured organic reaction records. Starting materials: FC1=CC=C(C=C1)NC(=O)C=1C=NC(=NC1)OCC(=O)O ([5-(4-fluorophenylcarbamoyl)pyrimidin-2-yloxy]acetic acid), NC1C2CCC(C1)C2 (2-aminonorbornane). Product: FC1=CC=C(C=C1)NC(=O)C=1C=NC(=NC1)OCC(NC1C2CCC(C1)C2)=O (2-(Bicyclo[2.2.1]hept-2-ylcarbamoylmethoxy)pyrimidine-5-carboxylic acid (4-fluorophenyl)amide). The yield is 71.0%. Reaction SMILES: [F:1][C:2]1[CH:7]=[CH:6][C:5]([NH:8][C:9]([C:11]2[CH:12]=[N:13][C:14]([O:17][CH2:18][C:19]([OH:21])=O)=[N:15][CH:16]=2)=[O:10])=[CH:4][CH:3]=1.[NH2:22][CH:23]1[CH2:28][CH:27]2[CH2:29][CH:24]1[CH2:25][CH2:26]2>>[F:1][C:2]1[CH:3]=[CH:4][C:5]([NH:8][C:9]([C:11]2[CH:16]=[N:15][C:14]([O:17][CH2:18][C:19](=[O:21])[NH:22][CH:23]3[CH2:28][CH:27]4[CH2:29][CH:24]3[CH2:25][CH2:26]4)=[N:13][CH:12]=2)=[O:10])=[CH:6][CH:7]=1. Procedure: The titled compound was prepared from [5-(4-fluorophenylcarbamoyl)pyrimidin-2-yloxy]acetic acid using 2-aminonorbornane (21 μL, 0.18 mmol) as the coupling partner. Concentration (no chromatography) yielded 38 mg (71%) of the titled compound. ESI-MS m/z 385 (MH+), 383 (M−H−). Reactants: COC(CBr)OC (1,1-dimethoxy-2-bromoethane), C1(CCCCC1)NC(=S)N (N-cyclohexyl thiourea), Cl (HCl). Solvent: ClCCl (dichloromethane), C(C)O (ethanol). Product: C1(CCCCC1)NC=1SC=CN1 (N-Cyclohexyl-N-thiazol-2-yl amine). The yield is 102.6%. Reaction SMILES: [CH:1]1([NH:7][C:8]([NH2:10])=[S:9])[CH2:6][CH2:5][CH2:4][CH2:3][CH2:2]1.CO[CH:13](OC)[CH2:14]Br.Cl>C(O)C.ClCCl>[CH:1]1([NH:7][C:8]2[S:9][CH:13]=[CH:14][N:10]=2)[CH2:6][CH2:5][CH2:4][CH2:3][CH2:2]1. Reported procedure: To a suspension of 5 g (0.032 mol) of N-cyclohexyl thiourea in 50 mL of ethanol at rt was added 5.38 g (0.0318 mol) of 1,1-dimethoxy-2-bromoethane. To the reaction mixture was then added 1.25 mL of 12N HCl and the reaction mixture was heated at reflux for 12 h. The reaction mixture was then concentrated to provide an orange-brown oil which was dissolved in 50 mL of dichloromethane. The organic solution was washed twice with 1N NaOH solution (50 mL) and then with H2O. The organic fraction was dri... Reactants: BrC=1NC2=CC(=CC=C2C1C1CCCCC1)C(=O)NS(=O)(=O)N(C)C (2-bromo-3-cyclohexyl-N-[(dimethylamino)sulfonyl]-indole-6-carboxamide), COC1=CC(=C(C=C1)B(O)O)C=O (4-methoxy-2-formylphenylboronic acid), [Li+].[Cl-] (LiCl), C(=O)([O-])[O-].[Na+].[Na+] (Na2CO3). The reagents and catalysts are C=1C=CC(=CC1)[P](C=2C=CC=CC2)(C=3C=CC=CC3)[Pd]([P](C=4C=CC=CC4)(C=5C=CC=CC5)C=6C=CC=CC6)([P](C=7C=CC=CC7)(C=8C=CC=CC8)C=9C=CC=CC9)[P](C=1C=CC=CC1)(C=1C=CC=CC1)C=1C=CC=CC1 (Pd(PPh3)4). The solvent is CCO.C1(=CC=CC=C1)C (EtOH toluene), O (water). Reaction conditions: temperature 70 celsius, time 10 minute. Product: N1C=CC2=CC=C(C=C12)C(=O)N (1H-indole-6-carboxamide). As a reaction SMILES: Br[C:2]1[NH:3][C:4]2[C:9]([C:10]=1C1CCCCC1)=[CH:8][CH:7]=[C:6]([C:17]([NH:19]S(N(C)C)(=O)=O)=[O:18])[CH:5]=2.COC1C=CC(B(O)O)=C(C=O)C=1.[Li+].[Cl-].C([O-])([O-])=O.[Na+].[Na+]>CCO.C1(C)C=CC=CC=1.O.C1C=CC([P]([Pd]([P](C2C=CC=CC=2)(C2C=CC=CC=2)C2C=CC=CC=2)([P](C2C=CC=CC=2)(C2C=CC=CC=2)C2C=CC=CC=2)[P](C2C=CC=CC=2)(C2C=CC=CC=2)C2C=CC=CC=2)(C2C=CC=CC=2)C2C=CC=CC=2)=CC=1>[NH:3]1[C:4]2[C:9](=[CH:8][CH:7]=[C:6]([C:17]([NH2:19])=[O:18])[CH:5]=2)[CH:10]=[CH:2]1 |f:2.3,4.5.6,7.8,^1:61,63,82,101|. Reported procedure: To a slurried solution of 2-bromo-3-cyclohexyl-N-[(dimethylamino)sulfonyl]-indole-6-carboxamide (54.0 g, 126 mmol), 4-methoxy-2-formylphenylboronic acid (29.5 g, 164 mmol) and LiCl (13.3 g, 315 mmol) in EtOH/toluene (1:1, 1 L) was added a solution of Na2CO3 (40.1 g, 379 mmol) in water (380 mL). The reaction mixture was stirred 10 min. and then Pd(PPh3)4 (11.3 g, 10.0 mmol) was added. The reaction solution was flushed with nitrogen and heated at 70° C. (internal monitoring) overnight and then coo... Starting materials: CC(=O)OC(C)=O, Nc1c[nH]nc1C(=O)Nc1ccc(F)cc1, c1ccncc1. The product is CC(=O)Nc1c[nH]nc1C(=O)Nc1ccc(F)cc1. RXN SMILES: [CH3:17][C:18](=[O:19])[O:20][C:21](=[O:22])[CH3:23].[F:1][c:2]1[cH:3][cH:4][c:5]([NH:8][C:9](=[O:10])[c:11]2[n:12][nH:13][cH:14][c:15]2[NH2:16])[cH:6][cH:7]1.[cH:24]1[cH:25][cH:26][n:27][cH:28][cH:29]1>>[F:1][c:2]1[cH:3][cH:4][c:5]([NH:8][C:9](=[O:10])[c:11]2[n:12][nH:13][cH:14][c:15]2[NH:16][C:18]([CH3:17])=[O:19])[cH:6][cH:7]1. The reactants are C1(=CC=CC=C1)C1(CCCCC1)CCC1=NC(=NO1)C1=CC=C(CN2CC(C2)C(=O)OC(C)(C)C)C=C1 (tert-butyl 1-(4-(5-(2-(1-phenylcyclohexyl)ethyl)-1,2,4-oxadiazol-3-yl)benzyl)azetidine-3-carboxylate), CO (MeOH), CO (MeOH). The solvent is Cl (HCl), O1CCOCC1 (dioxane). Conditions: time 5 hour. Yields the product C1(=CC=CC=C1)C1(CCCCC1)CCC1=NC(=NO1)C1=CC=C(CN2CC(C2)C(=O)O)C=C1 (1-(4-(5-(2-(1-phenylcyclohexyl)ethyl)-1,2,4-oxadiazol-3-yl)benzyl)azetidine-3-carboxylic acid). Isolated yield 21.0%. Reaction SMILES: [C:1]1([C:7]2([CH2:13][CH2:14][C:15]3[O:19][N:18]=[C:17]([C:20]4[CH:37]=[CH:36][C:23]([CH2:24][N:25]5[CH2:28][CH:27]([C:29]([O:31]C(C)(C)C)=[O:30])[CH2:26]5)=[CH:22][CH:21]=4)[N:16]=3)[CH2:12][CH2:11][CH2:10][CH2:9][CH2:8]2)[CH:6]=[CH:5][CH:4]=[CH:3][CH:2]=1.CO>Cl.O1CCOCC1>[C:1]1([C:7]2([CH2:13][CH2:14][C:15]3[O:19][N:18]=[C:17]([C:20]4[CH:21]=[CH:22][C:23]([CH2:24][N:25]5[CH2:28][CH:27]([C:29]([OH:31])=[O:30])[CH2:26]5)=[CH:36][CH:37]=4)[N:16]=3)[CH2:8][CH2:9][CH2:10][CH2:11][CH2:12]2)[CH:6]=[CH:5][CH:4]=[CH:3][CH:2]=1. Reported procedure: The glassy solid tert-butyl 1-(4-(5-(2-(1-phenylcyclohexyl)ethyl)-1,2,4-oxadiazol-3-yl)benzyl)azetidine-3-carboxylate was dissolved in 3 mL of 4N HCl in dioxane, and the mixture was stirred for 5 h. The reaction was followed by LC/MS and was evaporated and dried in vacuo. The residue was purified by prep. HPLC (Phenomenex S10 30×100 mm, 40 min gradient time, Detection Wave length 220 nm, Starting solvent: 10% aq. MeOH—0.1% TFA; Final solvent: 90% aq. MeOH—0.1% TFA) to give the 1-(4-(5-(2-(1-phen...